This data is from the Open Reaction Database (ORD), a public repository of structured organic reaction records. The task is: describe an organic reaction: reactants, conditions, products, and yield Starting materials: N1(CCNCC1)C1=NC=CN=C1C1=CC=C(C#N)C=C1 (4-(3,4,5,6-tetrahydro-2H-[1,2′]bipyrazinyl-3′-yl)-benzonitrile), C(O)([O-])=O.[Na+] (sodium hydrogen carbonate), [OH-].[Na+] (sodium hydroxide), CN1N=C(C(=C1C)C=O)C (1,3,5-trimethyl-1H-pyrazole-4-carbaldehyde), C(C)(=O)O[BH-](OC(C)=O)OC(C)=O.[Na+] (sodium triacetoxyborohydride). The solvent is O1CCCC1 (tetrahydrofuran), O1CCCC1 (tetrahydrofuran). Yields the product CN1N=C(C(=C1C)CN1CCN(CC1)C1=NC=CN=C1C1=CC=C(C=C1)C#N)C (4-(1,3,5-Trimethyl-1H-pyrazol-4-ylmethyl)-3′-(4-cyanophenyl)-3,4,5,6-tetrahydro-2H-[1,2′]bipyrazine). Isolated yield 58.7%. Reaction SMILES: [N:1]1([C:7]2[C:12]([C:13]3[CH:20]=[CH:19][C:16]([C:17]#[N:18])=[CH:15][CH:14]=3)=[N:11][CH:10]=[CH:9][N:8]=2)[CH2:6][CH2:5][NH:4][CH2:3][CH2:2]1.[CH3:21][N:22]1[C:26]([CH3:27])=[C:25]([CH:28]=O)[C:24]([CH3:30])=[N:23]1.C(O[BH-](OC(=O)C)OC(=O)C)(=O)C.[Na+].C(=O)([O-])O.[Na+].[OH-].[Na+]>O1CCCC1>[CH3:21][N:22]1[C:26]([CH3:27])=[C:25]([CH2:28][N:4]2[CH2:5][CH2:6][N:1]([C:7]3[C:12]([C:13]4[CH:14]=[CH:15][C:16]([C:17]#[N:18])=[CH:19][CH:20]=4)=[N:11][CH:10]=[CH:9][N:8]=3)[CH2:2][CH2:3]2)[C:24]([CH3:30])=[N:23]1 |f:2.3,4.5,6.7|. Procedure details: Suspend 4-(3,4,5,6-tetrahydro-2H-[1,2′]bipyrazinyl-3′-yl)-benzonitrile (0.179 g, 0.675 mmol) in tetrahydrofuran (4 mL). Add 1,3,5-trimethyl-1H-pyrazole-4-carbaldehyde (0.098 g, 0.71 mmol) in tetrahydrofuran (490 μL), then sodium triacetoxyborohydride (0.15 g, 0.071 mmol) and stir under nitrogen at room temperature for 3 hr. Add saturated aqueous sodium hydrogen carbonate (10 mL) followed by 2 N sodium hydroxide (1 mL) to the mixture and extract with DCM (3×20 mL). Pass the combined DCM extracts ... Starting materials: FC(F)(F)c1c[nH]cc1-c1cccc(Cl)c1Cl, N, C1COCCO1. Yields the product N#Cc1c[nH]cc1-c1cccc(Cl)c1Cl. Reaction SMILES: [F:1][C:2]([c:3]1[cH:4][nH:5][cH:6][c:7]1-[c:8]1[c:9]([Cl:15])[c:10]([Cl:14])[cH:11][cH:12][cH:13]1)([F:16])[F:17].[NH3:18].[O:19]1[CH2:20][CH2:21][O:22][CH2:23][CH2:24]1>>[C:2]([c:3]1[cH:4][nH:5][cH:6][c:7]1-[c:8]1[c:9]([Cl:15])[c:10]([Cl:14])[cH:11][cH:12][cH:13]1)#[N:18]. Starting materials: C1CCOC1, Cl, COC(=O)c1cccc2c1c1c(O)cccc1n2Cc1c(F)cccc1F, [NH4+], [OH-]. The product is NC(=O)c1cccc2c1c1c(O)cccc1n2Cc1c(F)cccc1F. RXN SMILES: [CH2:31]1[O:32][CH2:33][CH2:34][CH2:35]1.[ClH:28].[F:1][c:2]1[c:3]([CH2:9][n:10]2[c:11]3[cH:12][cH:13][cH:14][c:15]([C:24]([O:26][CH3:25])=[O:27])[c:16]3[c:17]3[c:18]([OH:23])[cH:19][cH:20][cH:21][c:22]23)[c:4]([F:8])[cH:5][cH:6][cH:7]1.[NH4+:29].[OH-:30]>>[F:1][c:2]1[c:3]([CH2:9][n:10]2[c:11]3[cH:12][cH:13][cH:14][c:15]([C:24](=[O:26])[NH2:29])[c:16]3[c:17]3[c:18]([OH:23])[cH:19][cH:20][cH:21][c:22]23)[c:4]([F:8])[cH:5][cH:6][cH:7]1. Run at time 1 hour. Reaction SMILES: [Cl:1][C:2]1[CH:3]=[C:4]2[C:9](=[CH:10][C:11]=1[O:12][C:13]1[CH:21]=[CH:20][C:16]([C:17]([OH:19])=O)=[CH:15][CH:14]=1)O[CH2:7][CH2:6][CH:5]2[C:22]([O:24][CH2:25][CH3:26])=[O:23].[C:27](Cl)(=O)C(Cl)=O.CN(C=O)C.[F:38][C:39]([F:54])([F:53])[C:40]1[CH:45]=[CH:44][C:43]([C:46]2[N:51]=[N:50][C:49]([NH2:52])=[CH:48][CH:47]=2)=[CH:42][CH:41]=1>ClCCCl.CN(C=O)C.CCOC(C)=O.N1C=CC=CC=1>[Cl:1][C:2]1[CH:3]=[C:4]2[C:9]([CH2:27][CH2:7][CH2:6][CH:5]2[C:22]([O:24][CH2:25][CH3:26])=[O:23])=[CH:10][C:11]=1[O:12][C:13]1[CH:21]=[CH:20][C:16]([C:17](=[O:19])[NH:52][C:49]2[N:50]=[N:51][C:46]([C:43]3[CH:42]=[CH:41][C:40]([C:39]([F:38])([F:53])[F:54])=[CH:45][CH:44]=3)=[CH:47][CH:48]=2)=[CH:15][CH:14]=1. Run in ClCCCl (DCE), CCOC(=O)C (EtOAc), N1=CC=CC=C1 (Pyridine). Starting materials: ClC=1C=C2C(CCOC2=CC1OC1=CC=C(C(=O)O)C=C1)C(=O)OCC (4-(6-chloro-4-(ethoxycarbonyl)chroman-7-yloxy)benzoic acid), C(C(=O)Cl)(=O)Cl (oxalyl dichloride), CN(C)C=O (DMF), FC(C1=CC=C(C=C1)C1=CC=C(N=N1)N)(F)F (6-(4-(trifluoromethyl)phenyl)pyridazin-3-amine). The yield is 53.9%. The reagents and catalysts are CN(C)C=O (DMF). The product is ClC1=C(C=C2CCCC(C2=C1)C(=O)OCC)OC1=CC=C(C=C1)C(NC=1N=NC(=CC1)C1=CC=C(C=C1)C(F)(F)F)=O (ethyl 7-chloro-6-(4-(6-(4-(trifluoromethyl)phenyl)pyridazin-3-ylcarbamoyl)phenoxy)-1,2,3,4-tetrahydronaphthalene-1-carboxylate). Reported procedure: To a solution of 4-(6-chloro-4-(ethoxycarbonyl)chroman-7-yloxy)benzoic acid (Preparation B; 2.137 g, 5.701 mmol) in DCE (6 mL) and DMF (1 drop) was added oxalyl dichloride (0.5968 mL, 6.841 mmol), and the reaction was allowed to stir at ambient temperature for 1 hour. The evolution of gases slowed several times, and 3 more drops of DMF were added over the course of this activation step. Pyridine (24 mL) and 6-(4-(trifluoromethyl)phenyl)pyridazin-3-amine (1.5 g, 6.271 mmol) were added, and the re... Reactants: NC(C(=O)OC(C)(C)C)CNC1=NC=NC(=C1CC)N1CCC(CC1)C1=NC=2NCCCC2C=C1 (tert-butyl 2-amino-3-{5-ethyl-6-[4-(5,6,7,8-tetrahydro-[1,8]naphthyridin-2-yl)-piperidin-1-yl]-pyrimidin-4-ylamino}-propionate), [N+](=O)([O-])C1=C(C=CC=C1)N=C=O (2-nitrophenylisocynate). The solvent is O1CCCC1 (tetrahydrofuran). Conditions: time 3 hour. Product: C(C)C=1C(=NC=NC1N1CCC(CC1)C1=NC=2NCCCC2C=C1)NCC(C(=O)OC(C)(C)C)NC(=O)NC1=C(C=CC=C1)[N+](=O)[O-] (tert-butyl 3-[5-ethyl-6-[4-(5,6,7,8-tetrahydro-(1,8)naphthyridin-2-yl)-piperidin-1-yl]-pyrimidin-4-ylamino]-2-[3-(2-nitrophenyl)-ureido]-propionate). Isolated yield 80.5%. As a reaction SMILES: [NH2:1][CH:2]([CH2:10][NH:11][C:12]1[C:17]([CH2:18][CH3:19])=[C:16]([N:20]2[CH2:25][CH2:24][CH:23]([C:26]3[CH:35]=[CH:34][C:33]4[CH2:32][CH2:31][CH2:30][NH:29][C:28]=4[N:27]=3)[CH2:22][CH2:21]2)[N:15]=[CH:14][N:13]=1)[C:3]([O:5][C:6]([CH3:9])([CH3:8])[CH3:7])=[O:4].[N+:36]([C:39]1[CH:44]=[CH:43][CH:42]=[CH:41][C:40]=1[N:45]=[C:46]=[O:47])([O-:38])=[O:37]>O1CCCC1>[CH2:18]([C:17]1[C:12]([NH:11][CH2:10][CH:2]([NH:1][C:46]([NH:45][C:40]2[CH:41]=[CH:42][CH:43]=[CH:44][C:39]=2[N+:36]([O-:38])=[O:37])=[O:47])[C:3]([O:5][C:6]([CH3:8])([CH3:7])[CH3:9])=[O:4])=[N:13][CH:14]=[N:15][C:16]=1[N:20]1[CH2:21][CH2:22][CH:23]([C:26]2[CH:35]=[CH:34][C:33]3[CH2:32][CH2:31][CH2:30][NH:29][C:28]=3[N:27]=2)[CH2:24][CH2:25]1)[CH3:19]. Reported procedure: A mixture of 240 mg (0.50 mmole) of tert-butyl 2-amino-3-{5-ethyl-6-[4-(5,6,7,8-tetrahydro-[1,8]naphthyridin-2-yl)-piperidin-1-yl]-pyrimidin-4-ylamino}-propionate and 82 mg (0.50 mmole) of 2-nitrophenylisocynate in 15 ml of tetrahydrofuran is stirred for 3 hours at ambient temperature. The reaction mixture is evaporated to dryness under reduced pressure (2 kPa) and the residue is taken up in ethyl acetate and water. The organic phase is separated, dried over magnesium sulphate and the solvent ev... Reactants: ClC=1C=C(C=C(C1)Cl)NC(C)C(=O)O (N-(3,5-dichlorophenyl)-D,L-alanine), Cl.COC([C@@H](N)CC1=CC=CC=C1)=O (L-phenylalanine methyl ester hydrochloride). Yields the product COC([C@@H](NC([C@@H](NC1=CC(=CC(=C1)Cl)Cl)C)=O)CC1=CC=CC=C1)=O (N-[N-(3,5-dichlorophenyl)-L-alanyl]-L-phenylalanine methyl ester). RXN SMILES: [Cl:1][C:2]1[CH:3]=[C:4]([NH:9][CH:10]([C:12]([OH:14])=O)[CH3:11])[CH:5]=[C:6]([Cl:8])[CH:7]=1.Cl.[CH3:16][O:17][C:18](=[O:28])[C@H:19]([CH2:21][C:22]1[CH:27]=[CH:26][CH:25]=[CH:24][CH:23]=1)[NH2:20]>>[CH3:16][O:17][C:18](=[O:28])[C@H:19]([CH2:21][C:22]1[CH:27]=[CH:26][CH:25]=[CH:24][CH:23]=1)[NH:20][C:12](=[O:14])[C@H:10]([CH3:11])[NH:9][C:4]1[CH:5]=[C:6]([Cl:8])[CH:7]=[C:2]([Cl:1])[CH:3]=1 |f:1.2|. Procedure details: Following General Procedure D and using N-(3,5-dichlorophenyl)-D,L-alanine and L-phenylalanine methyl ester hydrochloride (Sigma), the title compound was prepared. The reaction product was purified by silica gel chromatography using 50% ethyl acetate/hexane.